From a dataset of the Open Reaction Database (ORD), a public repository of structured organic reaction records. describe an organic reaction: reactants, conditions, products, and yield Solvent: C(C)O (ethanol). The product is NC1=C(C=C(C=C1)C=1OC=C(N1)C(=O)OC)OC (Methyl 2-(4-amino-3-methoxyphenyl)-1,3-oxazole-4-carboxylate). The yield is 67.5%. Reagents/catalysts: [Pd] (Pd/C). Reaction SMILES: [CH3:1][O:2][C:3]1[CH:4]=[C:5]([C:12]2[O:13][CH:14]=[C:15]([C:17]([O:19][CH3:20])=[O:18])[N:16]=2)[CH:6]=[CH:7][C:8]=1[N+:9]([O-])=O>[Pd].C(O)C>[NH2:9][C:8]1[CH:7]=[CH:6][C:5]([C:12]2[O:13][CH:14]=[C:15]([C:17]([O:19][CH3:20])=[O:18])[N:16]=2)=[CH:4][C:3]=1[O:2][CH3:1]. Starting materials: COC=1C=C(C=CC1[N+](=O)[O-])C=1OC=C(N1)C(=O)OC (Methyl 2-(3-methoxy-4-nitrophenyl)-1,3-oxazole-4-carboxylate). Procedure: The same operation as in Example (95b) was performed using methyl 2-(3-methoxy-4-nitrophenyl)-1,3-oxazole-4-carboxylate obtained in Example (102c) (1.46 g, 5.25 mmol), 10% Pd/C (0.3 g) and ethanol (20 mL). The resulting solid was washed with dichloromethane/hexane to obtain 0.88 g of the title compound as a colorless solid (67%). The reactants are ClC1=C(C(=O)O)C=CC=C1Cl (2,3-dichlorobenzoic acid), O1CCC(CC1)C(CN)C=1C=NC(=CC1)C(F)(F)F (2-(tetrahydro-2H-pyran-4-yl)-2-(6-(trifluoromethyl)pyridin-3-yl)ethanamine). The product is ClC1=C(C(=O)NCC(C=2C=NC(=CC2)C(F)(F)F)C2CCOCC2)C=CC=C1Cl (2,3-Di chloro-N-(2-(tetrahydro-2H-pyran-4-yl)-2-(6-(trifluoromethyl)pyridin-3-yl)ethyl)benzamide). Reaction SMILES: [Cl:1][C:2]1[C:10]([Cl:11])=[CH:9][CH:8]=[CH:7][C:3]=1[C:4]([OH:6])=O.[O:12]1[CH2:17][CH2:16][CH:15]([CH:18]([C:21]2[CH:22]=[N:23][C:24]([C:27]([F:30])([F:29])[F:28])=[CH:25][CH:26]=2)[CH2:19][NH2:20])[CH2:14][CH2:13]1>>[Cl:1][C:2]1[C:10]([Cl:11])=[CH:9][CH:8]=[CH:7][C:3]=1[C:4]([NH:20][CH2:19][CH:18]([CH:15]1[CH2:16][CH2:17][O:12][CH2:13][CH2:14]1)[C:21]1[CH:22]=[N:23][C:24]([C:27]([F:30])([F:28])[F:29])=[CH:25][CH:26]=1)=[O:6]. Procedure details: From 2,3-dichlorobenzoic acid and 2-(tetrahydro-2H-pyran-4-yl)-2-(6-(trifluoromethyl)pyridin-3-yl)ethanamine. LCMS (MH+): m/z=447.0, tR (minutes, Method E)=0.70 The product is BrCC(C(C(C)(C)Cl)(C)C)=O (1-bromo-4-chloro-3,3,4-trimethyl-2-pentanone). Run in CO (methanol). Procedure details: 2.2 Grams of 3,3,4-trimethyl-4-chloro-2-pentanone was dissolved in 15 ml of methanol, and 2.50 g (1.2 times by mole) of bromine was added dropwise at 20° C. After stirring for 1 hour, the reaction solution was poured into ice water and extracted twice with dichloromethane. The dichloromethane layer was dried over anhydrous magnesium sulfate and concentrated to obtain 3.1 g of the desired 1-bromo-4-chloro-3,3,4-trimethyl-2-pentanone (a halogeno-ketone compound of the foregoing formula (II) wherei... Reaction SMILES: [CH3:1][C:2]([CH3:10])([C:6]([CH3:9])([Cl:8])[CH3:7])[C:3](=[O:5])[CH3:4].[Br:11]Br>CO>[Br:11][CH2:4][C:3](=[O:5])[C:2]([CH3:10])([CH3:1])[C:6]([Cl:8])([CH3:9])[CH3:7]. Run at time 1 hour. Starting materials: BrBr (bromine), CC(C(C)=O)(C(C)(Cl)C)C (3,3,4-trimethyl-4-chloro-2-pentanone), ice water.